From a dataset of the Open Reaction Database (ORD), a public repository of structured organic reaction records. describe an organic reaction: reactants, conditions, products, and yield Reactants: CC(C)=CCBr, CCOc1cc(C=O)ccc1O, [K+], [K+], O=C([O-])[O-], CN(C)C=O. Yields the product CCOc1cc(C=O)ccc1OCC=C(C)C. Reaction SMILES: [Br:13][CH2:14][CH:15]=[C:16]([CH3:17])[CH3:18].[CH2:1]([CH3:2])[O:3][c:4]1[cH:5][c:6]([CH:7]=[O:8])[cH:9][cH:10][c:11]1[OH:12].[K+:19].[K+:20].[O-:21][C:22]([O-:23])=[O:24].[O:25]=[CH:26][N:27]([CH3:28])[CH3:29]>>[CH2:1]([CH3:2])[O:3][c:4]1[cH:5][c:6]([CH:7]=[O:8])[cH:9][cH:10][c:11]1[O:12][CH2:14][CH:15]=[C:16]([CH3:17])[CH3:18].